This data is from the Open Reaction Database (ORD), a public repository of structured organic reaction records. The task is: describe an organic reaction: reactants, conditions, products, and yield Reported procedure: L-methionine (2.00 g, 13.4 mmol) was added to an MeOH solution of NaOMe (prepared with Na: 0.30 g, MeOH: 50 ml) at 0° C. and stirred. An MeOH solution (30 ml) of zinc acetate dihydrate (1.50 g) was then slowly dropwise added thereto at room temperature. After stirring for 3 hours, the precipitated crystal (in suspension) was recovered by filtration, washed with water, air dried, and then dried under a reduced pressure (5 mmHg, 80° C.). Solvent: CO (MeOH), CO (MeOH). Reaction SMILES: [NH2:1][C@H:2]([C:7]([OH:9])=[O:8])[CH2:3][CH2:4][S:5][CH3:6].C[O-].[Na+].O.O.C([O-])(=O)C.[Zn+2:19].C([O-])(=O)C>CO>[Zn:19].[NH2:1][C@H:2]([C:7]([OH:9])=[O:8])[CH2:3][CH2:4][S:5][CH3:6] |f:1.2,3.4.5.6.7,9.10|. Starting materials: N[C@@H](CCSC)C(=O)O (L-methionine), C[O-].[Na+] (NaOMe), O.O.C(C)(=O)[O-].[Zn+2].C(C)(=O)[O-] (zinc acetate dihydrate). The product is [Zn].N[C@@H](CCSC)C(=O)O (Zinc Methionine).